From a dataset of the Open Reaction Database (ORD), a public repository of structured organic reaction records. describe an organic reaction: reactants, conditions, products, and yield The reactants are COC1=CC=C(CN(C2=NC=C(C=N2)C=2C3=C(N=C(N2)N2CCOCC2)N(CC3)C=3C=C(C(=O)O)C=CC3)CC3=CC=C(C=C3)OC)C=C1 (3-(4-{2-[bis-(4-methoxy-benzyl)-amino]-pyrimidin-5-yl}-2-morpholin-4-yl-5,6-dihydro-pyrrolo[2,3-d]pyrimidin-7-yl)-benzoic acid), COC1=CC=C(CN(C2=NC=C(C=N2)C=2C3=C(N=C(N2)N2CCOCC2)N(CC3)C3=CC=C(C(=O)O)C=C3)CC3=CC=C(C=C3)OC)C=C1 (4-(4-{2-[bis-(4-methoxy-benzyl)-amino]-pyrimidin-5-yl}-2-morpholin-4-yl-5,6-dihydro-pyrrolo[2,3-d]pyrimidin-7-yl)-benzoic acid), CN(CCN)C (N,N-dimethyl ethylenediamine). Yields the product COC1=CC=C(CN(C2=NC=C(C=N2)C=2C3=C(N=C(N2)N2CCOCC2)N(CC3)C=3C=C(C(=O)NCCN(C)C)C=CC3)CC3=CC=C(C=C3)OC)C=C1 (3-[4-{2-[bis-(4-methoxy-benzyl)-amino]-pyrimidin-5-yl}-2-morpholin-4-yl-5,6-dihydro-pyrrolo[2,3-d]pyrimidin-7-yl]-N-(2-dimethylamino-ethyl)-benzamide). The yield is 68.6%. As a reaction SMILES: [CH3:1][O:2][C:3]1[CH:49]=[CH:48][C:6]([CH2:7][N:8]([CH2:39][C:40]2[CH:45]=[CH:44][C:43]([O:46][CH3:47])=[CH:42][CH:41]=2)[C:9]2[N:14]=[CH:13][C:12]([C:15]3[C:16]4[CH2:29][CH2:28][N:27]([C:30]5[CH:31]=[C:32]([CH:36]=[CH:37][CH:38]=5)[C:33](O)=[O:34])[C:17]=4[N:18]=[C:19]([N:21]4[CH2:26][CH2:25][O:24][CH2:23][CH2:22]4)[N:20]=3)=[CH:11][N:10]=2)=[CH:5][CH:4]=1.COC1C=CC(CN(CC2C=CC(OC)=CC=2)C2N=CC(C3C4CCN(C5C=CC(C(O)=O)=CC=5)C=4N=C(N4CCOCC4)N=3)=CN=2)=CC=1.[CH3:99][N:100]([CH3:104])[CH2:101][CH2:102][NH2:103]>>[CH3:47][O:46][C:43]1[CH:44]=[CH:45][C:40]([CH2:39][N:8]([CH2:7][C:6]2[CH:5]=[CH:4][C:3]([O:2][CH3:1])=[CH:49][CH:48]=2)[C:9]2[N:14]=[CH:13][C:12]([C:15]3[C:16]4[CH2:29][CH2:28][N:27]([C:30]5[CH:31]=[C:32]([CH:36]=[CH:37][CH:38]=5)[C:33]([NH:103][CH2:102][CH2:101][N:100]([CH3:104])[CH3:99])=[O:34])[C:17]=4[N:18]=[C:19]([N:21]4[CH2:22][CH2:23][O:24][CH2:25][CH2:26]4)[N:20]=3)=[CH:11][N:10]=2)=[CH:41][CH:42]=1. Procedure details: Using 3-(4-{2-[bis-(4-methoxy-benzyl)-amino]-pyrimidin-5-yl}-2-morpholin-4-yl-5,6-dihydro-pyrrolo[2,3-d]pyrimidin-7-yl)-benzoic acid (38.2 mg, 0.0579 mmol) obtained in Step A in Example 1-D-53 instead of 4-(4-{2-[bis-(4-methoxy-benzyl)-amino]-pyrimidin-5-yl}-2-morpholin-4-yl-5,6-dihydro-pyrrolo[2,3-d]pyrimidin-7-yl)-benzoic acid, and N,N-dimethyl ethylenediamine (15.1 μl, 0.116 mmol) instead of 3-(aminomethyl)pyridine, in the same manner as Step B in Example 1-D-19, amidation was carried out, to... Reactants: CCOC(OCC)C(C)N(Cc1cccc2ccccc12)C(=O)C(Cc1ccc(OC(C)(C)C)cc1)NC(=O)OCC1c2ccccc2-c2ccccc21, C1CCNCC1. Product: CCOC(OCC)C(C)N(Cc1cccc2ccccc12)C(=O)C(N)Cc1ccc(OC(C)(C)C)cc1. RXN SMILES: [C:1]([CH3:2])([CH3:3])([CH3:4])[O:5][c:6]1[cH:7][cH:8][c:9]([CH2:12][CH:13]([C:14](=[O:15])[N:16]([CH2:17][c:18]2[cH:19][cH:20][cH:21][c:22]3[cH:23][cH:24][cH:25][cH:26][c:27]23)[CH:28]([CH:29]([O:30][CH2:31][CH3:32])[O:33][CH2:34][CH3:35])[CH3:36])[NH:37][C:38](=[O:39])[O:40][CH2:41][CH:42]2[c:43]3[cH:44][cH:45][cH:46][cH:47][c:48]3-[c:49]3[c:50]2[cH:51][cH:52][cH:53][cH:54]3)[cH:10][cH:11]1.[CH2:55]1[CH2:56][CH2:57][NH:58][CH2:59][CH2:60]1>>[C:1]([CH3:2])([CH3:3])([CH3:4])[O:5][c:6]1[cH:7][cH:8][c:9]([CH2:12][CH:13]([C:14](=[O:15])[N:16]([CH2:17][c:18]2[cH:19][cH:20][cH:21][c:22]3[cH:23][cH:24][cH:25][cH:26][c:27]23)[CH:28]([CH:29]([O:30][CH2:31][CH3:32])[O:33][CH2:34][CH3:35])[CH3:36])[NH2:37])[cH:10][cH:11]1. Starting materials: FC1=CC=C(CCN(N)C2=CC=C(C=C2)F)C=C1 (1-(4-fluorophenethyl)-1-(4-fluorophenyl)hydrazine), N12CCC(C(CC1)CC2)=O (1-azabicyclo[3.2.2]nonan-4-one). Product: FC1=CC=2C3=C(N(C2C=C1)CCC1=CC=C(C=C1)F)C1CCN(C3)CC1 (9-fluoro-6-[2-(4-fluorophenyl)ethyl]-3,4,5,6-tetrahydro-1H-2,5-ethanoazepino[4,3-b]indole). RXN SMILES: [F:1][C:2]1[CH:18]=[CH:17][C:5]([CH2:6][CH2:7][N:8]([C:10]2[CH:15]=[CH:14][C:13]([F:16])=[CH:12][CH:11]=2)N)=[CH:4][CH:3]=1.[N:19]12[CH2:27][CH2:26][CH:23]([CH2:24][CH2:25]1)[C:22](=O)[CH2:21][CH2:20]2>>[F:16][C:13]1[CH:14]=[CH:15][C:10]2[N:8]([CH2:7][CH2:6][C:5]3[CH:17]=[CH:18][C:2]([F:1])=[CH:3][CH:4]=3)[C:22]3[CH:23]4[CH2:26][CH2:27][N:19]([CH2:20][C:21]=3[C:11]=2[CH:12]=1)[CH2:25][CH2:24]4. Procedure details: General procedure C was used to convert 1-(4-fluorophenethyl)-1-(4-fluorophenyl)-hydrazine (276 mg, 1.1 mmol; Example 85A) and 1-azabicyclo[3.2.2]nonan-4-one (144 mg, 1.1 mmol; Example 2A) into the title compound as the trifluoroacetic acid salt: 1H NMR (300 MHz, CDCl3) δ ppm 1.60-1.77 (m, 2H) 1.96-2.15 (m, 2H) 2.92 (s, 1H) 3.05 (t, J=6.54 Hz, 2H) 3.24 (d, J=28.16 Hz, 2H), 3.51-3.74 (m, 2H) 4.31 (t, J=6.35 Hz, 2H) 4.57 (s, 2H) 6.81-6.89 (m, 2H) 6.89-6.95 (m, 2H) 6.99-7.07 (m, 2H) 7.21-7.34 (m, 1... The reactants are CC(=O)CC(=O)OC(C)(C)C, COC(=O)C1CC(S(=O)(=O)c2ccc(F)cc2C(F)(F)F)CN1. Yields the product COC(=O)C1CC(S(=O)(=O)c2ccc(F)cc2C(F)(F)F)CN1C(=O)CC(C)=O. As a reaction SMILES: [C:24]([CH2:25][C:26](=[O:27])[CH3:28])(=[O:29])[O:30][C:31]([CH3:32])([CH3:33])[CH3:34].[CH3:1][O:2][C:3](=[O:4])[CH:5]1[NH:6][CH2:7][CH:8]([S:10](=[O:11])(=[O:12])[c:13]2[c:14]([C:20]([F:21])([F:22])[F:23])[cH:15][c:16]([F:19])[cH:17][cH:18]2)[CH2:9]1>>[CH3:1][O:2][C:3](=[O:4])[CH:5]1[N:6]([C:24]([CH2:25][C:26](=[O:27])[CH3:28])=[O:29])[CH2:7][CH:8]([S:10](=[O:11])(=[O:12])[c:13]2[c:14]([C:20]([F:21])([F:22])[F:23])[cH:15][c:16]([F:19])[cH:17][cH:18]2)[CH2:9]1. Reactants: O=C1CCC(=O)N1Br, COC(=O)c1c([N+](=O)[O-])ccc(OC)c1C, ClC(Cl)(Cl)Cl, CC(C)(C#N)N=NC(C)(C)C#N. Yields the product COC(=O)c1c([N+](=O)[O-])ccc(OC)c1CBr. As a reaction SMILES: [Br:17][N:18]1[C:19](=[O:20])[CH2:21][CH2:22][C:23]1=[O:24].[CH3:1][O:2][C:3]([c:4]1[c:5]([CH3:15])[c:6]([O:13][CH3:14])[cH:7][cH:8][c:9]1[N+:10](=[O:11])[O-:12])=[O:16].[Cl:37][C:38]([Cl:39])([Cl:40])[Cl:41].[N:25]([C:26]([CH3:27])([CH3:28])[C:29]#[N:30])=[N:31][C:32]([CH3:33])([CH3:34])[C:35]#[N:36]>>[CH3:1][O:2][C:3]([c:4]1[c:5]([CH2:15][Br:17])[c:6]([O:13][CH3:14])[cH:7][cH:8][c:9]1[N+:10](=[O:11])[O-:12])=[O:16]. Starting materials: N=C(C=Cc1ccc(Br)cc1)Nc1ccc(Cl)cc1, COCCOC, CCO, [Na+], O=C([O-])O, O, c1ccc(P(c2ccccc2)(c2ccccc2)[Pd](P(c2ccccc2)(c2ccccc2)c2ccccc2)(P(c2ccccc2)(c2ccccc2)c2ccccc2)P(c2ccccc2)(c2ccccc2)c2ccccc2)cc1, OB(O)c1ccc2[nH]ccc2c1. The product is N=C(C=Cc1ccc(-c2ccc3[nH]ccc3c2)cc1)Nc1ccc(Cl)cc1. RXN SMILES: [Br:1][c:2]1[cH:3][cH:4][c:5]([CH:8]=[CH:9][C:10](=[NH:11])[NH:12][c:13]2[cH:14][cH:15][c:16]([Cl:19])[cH:17][cH:18]2)[cH:6][cH:7]1.[CH3:32][O:33][CH2:34][CH2:35][O:36][CH3:37].[CH3:39][CH2:40][OH:41].[Na+:46].[O-:42][C:43]([OH:44])=[O:45].[OH2:38].[cH:47]1[cH:48][cH:49][c:50]([P:51]([Pd:52]([P:53]([c:54]2[cH:55][cH:56][cH:57][cH:58][cH:59]2)([c:60]2[cH:61][cH:62][cH:63][cH:64][cH:65]2)[c:66]2[cH:67][cH:68][cH:69][cH:70][cH:71]2)([P:72]([c:73]2[cH:74][cH:75][cH:76][cH:77][cH:78]2)([c:79]2[cH:80][cH:81][cH:82][cH:83][cH:84]2)[c:85]2[cH:86][cH:87][cH:88][cH:89][cH:90]2)[P:91]([c:92]2[cH:93][cH:94][cH:95][cH:96][cH:97]2)([c:98]2[cH:99][cH:100][cH:101][cH:102][cH:103]2)[c:104]2[cH:105][cH:106][cH:107][cH:108][cH:109]2)([c:110]2[cH:111][cH:112][cH:113][cH:114][cH:115]2)[c:116]2[cH:117][cH:118][cH:119][cH:120][cH:121]2)[cH:122][cH:123]1.[nH:20]1[cH:21][cH:22][c:23]2[cH:24][c:25]([B:29]([OH:30])[OH:31])[cH:26][cH:27][c:28]12>>[c:2]1(-[c:25]2[cH:24][c:23]3[cH:22][cH:21][nH:20][c:28]3[cH:27][cH:26]2)[cH:3][cH:4][c:5]([CH:8]=[CH:9][C:10](=[NH:11])[NH:12][c:13]2[cH:14][cH:15][c:16]([Cl:19])[cH:17][cH:18]2)[cH:6][cH:7]1. Reactants: solid, BrC1=CC(=C(C=2C=C3N(C12)CCCNC3=O)F)F (7-bromo-9,10-difluoro-2,3,4,5-tetrahydro-[1,4]diazepino[1,2-a]indol-1-one), BrC1=CC(=C(C=2C=C3N(C12)CCCNC3=O)F)F (7-bromo-9,10-difluoro-2,3,4,5-tetrahydro-[1,4]diazepino[1,2-a]indol-1-one), COC1=CC=C(C=C1)B(O)O (4-methoxy-phenylboronic acid). The product is FC1=C(C=2C=C3N(C2C(=C1)C1=CC=C(C=C1)OC)CCCNC3=O)F (9,10-Difluoro-7-(4-methoxy-phenyl)-2,3,4,5-tetrahydro-[1,4]diazepino[1,2-a]indol-1-one). As a reaction SMILES: Br[C:2]1[C:10]2[N:9]3[CH2:11][CH2:12][CH2:13][NH:14][C:15](=[O:16])[C:8]3=[CH:7][C:6]=2[C:5]([F:17])=[C:4]([F:18])[CH:3]=1.[CH3:19][O:20][C:21]1[CH:26]=[CH:25][C:24](B(O)O)=[CH:23][CH:22]=1>>[F:18][C:4]1[CH:3]=[C:2]([C:24]2[CH:25]=[CH:26][C:21]([O:20][CH3:19])=[CH:22][CH:23]=2)[C:10]2[N:9]3[CH2:11][CH2:12][CH2:13][NH:14][C:15](=[O:16])[C:8]3=[CH:7][C:6]=2[C:5]=1[F:17]. Reported procedure: The title compound, grey solid (82 mg, 96%), MS (ISP) m/z=343.2 [(M+H)+], mp 207.5° C., was prepared in accordance with the general method of example 1 from 7-bromo-9,10-difluoro-2,3,4,5-tetrahydro-[1,4]diazepino[1,2-a]indol-1-one (intermediate 5) (78.8 mg, 0.25 mmol) and commercially available 4-methoxy-phenylboronic acid (49.4 mg, 0.325 mmol). Starting materials: FC=1C=C(C=CC1)C1=NC2=C(C=CC=C2C=C1CO)OC ((2-(3-fluorophenyl)-8-methoxyquinolin-3-yl)methanol), C(Cl)(Cl)Cl (chloroform), S(=O)(Cl)Cl (thionyl chloride). Reaction conditions: time 3 hour. Yields the product Cl.ClCC=1C(=NC2=C(C=CC=C2C1)OC)C1=CC(=CC=C1)F (3-(chloromethyl)-2-(3-fluorophenyl)-8-methoxyquinoline hydrochloride). RXN SMILES: [F:1][C:2]1[CH:3]=[C:4]([C:8]2[C:17]([CH2:18]O)=[CH:16][C:15]3[C:10](=[C:11]([O:20][CH3:21])[CH:12]=[CH:13][CH:14]=3)[N:9]=2)[CH:5]=[CH:6][CH:7]=1.C(Cl)(Cl)[Cl:23].S(Cl)([Cl:28])=O>>[ClH:23].[Cl:28][CH2:18][C:17]1[C:8]([C:4]2[CH:5]=[CH:6][CH:7]=[C:2]([F:1])[CH:3]=2)=[N:9][C:10]2[C:15]([CH:16]=1)=[CH:14][CH:13]=[CH:12][C:11]=2[O:20][CH3:21] |f:3.4|. Reported procedure: A solution of (2-(3-fluorophenyl)-8-methoxyquinolin-3-yl)methanol (2.2330 g, 7.882 mmol) in chloroform (26.27 mL, 7.882 mmol) was treated with thionyl chloride (2.868 mL, 39.41 mmol) dropwise, and the reaction mixture was stirred at room temperature. After 3 h, the mixture was concentrated under reduced pressure and co-evaporated three times with CH2Cl2 to give 3-(chloromethyl)-2-(3-fluorophenyl)-8-methoxyquinoline hydrochloride as a yellow solid: 1H NMR (400 MHz, DMSO-d6) δ ppm 8.59 (1H, s), 7.... Reactants: Cl.CNC (dimethylamine hydrochloride), CN(C)C(=[N+](C)C)ON1C2=C(C=CC=C2)N=N1.[B-](F)(F)(F)F (TBTU), CCN(C(C)C)C(C)C (DIEA), C(C)(C)(C)N(C(=O)C1=NC(=C(C=C1)N1CC(C1)(F)F)OCC1CC1)CC(=O)O ({tert-Butyl-[6-cyclopropylmethoxy-5-(3,3-difluoro-azetidin-1-yl)-pyridine-2-carbonyl]-amino}-acetic acid). The product is C(C)(C)(C)N(C(=O)C1=NC(=C(C=C1)N1CC(C1)(F)F)OCC1CC1)CC(N(C)C)=O (6-Cyclopropylmethoxy-5-(3,3-difluoro-azetidin-1-yl)-pyridine-2-carboxylic acid tert-butyl-dimethylcarbamoylmethyl-amide). Reaction SMILES: [C:1]([N:5]([CH2:25][C:26](O)=[O:27])[C:6]([C:8]1[CH:13]=[CH:12][C:11]([N:14]2[CH2:17][C:16]([F:19])([F:18])[CH2:15]2)=[C:10]([O:20][CH2:21][CH:22]2[CH2:24][CH2:23]2)[N:9]=1)=[O:7])([CH3:4])([CH3:3])[CH3:2].Cl.[CH3:30][NH:31][CH3:32].CN(C(ON1N=NC2C=CC=CC1=2)=[N+](C)C)C.[B-](F)(F)(F)F.CCN(C(C)C)C(C)C>>[C:1]([N:5]([CH2:25][C:26](=[O:27])[N:31]([CH3:32])[CH3:30])[C:6]([C:8]1[CH:13]=[CH:12][C:11]([N:14]2[CH2:17][C:16]([F:19])([F:18])[CH2:15]2)=[C:10]([O:20][CH2:21][CH:22]2[CH2:24][CH2:23]2)[N:9]=1)=[O:7])([CH3:4])([CH3:2])[CH3:3] |f:1.2,3.4|. Procedure details: In analogy to the procedure described in Example 47 b), {tert-butyl-[6-cyclopropylmethoxy-5-(3,3-difluoro-azetidin-1-yl)-pyridine-2-carbonyl]-amino}-acetic acid (Example 24) was reacted with dimethylamine hydrochloride (CAN 506-59-2) in the presence of TBTU and DIEA to obtain the title compound as colorless oil; MS (EI): m/e=425.5 [MH+]. Starting materials: N(=O)OC(C)(C)C (tert-Butyl nitrite), NC1=C(N=C(N1CC(C)C)CCCC)C#N (5-amino-2-butyl-1-(2-methylpropyl)-1H-imidazole-4-carbonitrile), C(Br)(Br)Br (bromoform), ice water. Run at time 45 minute. The product is BrC1=C(N=C(N1CC(C)C)CCCC)C#N (5-bromo-2-butyl-1-(2-methylpropyl)-1H-imidazole-4-carbonitrile). Isolated yield 39.0%. As a reaction SMILES: N(OC(C)(C)C)=O.N[C:9]1[N:13]([CH2:14][CH:15]([CH3:17])[CH3:16])[C:12]([CH2:18][CH2:19][CH2:20][CH3:21])=[N:11][C:10]=1[C:22]#[N:23].C(Br)(Br)[Br:25]>>[Br:25][C:9]1[N:13]([CH2:14][CH:15]([CH3:17])[CH3:16])[C:12]([CH2:18][CH2:19][CH2:20][CH3:21])=[N:11][C:10]=1[C:22]#[N:23]. Procedure details: tert-Butyl nitrite (6.2 g, 0.060 mol) was added over a period of five minutes to solution of 5-amino-2-butyl-1-(2-methylpropyl)-1H-imidazole-4-carbonitrile (6.60 g, 30.0 mmol) in bromoform (50 mL). After about ten minutes, an exotherm occurred, and the reaction was poured into ice water. The reaction temperature peaked at 55° C. The reaction was stirred at room temperature for 45 minutes and then concentrated under reduced pressure while heating at about 55° C. The crude product (20 g) was purif...